Dataset: the Open Reaction Database (ORD), a public repository of structured organic reaction records. Task: describe an organic reaction: reactants, conditions, products, and yield Starting materials: CC(C)(C)OC(=O)N1CCC(c2nc(-c3ccc(F)c(Cl)c3)cn2CCO)CC1, CS(=O)(=O)Cl, ClCCl. The product is CC(C)(C)OC(=O)N1CCC(c2nc(-c3ccc(F)c(Cl)c3)cn2CCOS(C)(=O)=O)CC1. RXN SMILES: [C:1]([CH3:2])([CH3:3])([CH3:4])[O:5][C:6](=[O:7])[N:8]1[CH2:9][CH2:10][CH:11]([c:14]2[n:15]([CH2:27][CH2:28][OH:29])[cH:16][c:17](-[c:19]3[cH:20][c:21]([Cl:26])[c:22]([F:25])[cH:23][cH:24]3)[n:18]2)[CH2:12][CH2:13]1.[CH3:30][S:31]([Cl:32])(=[O:33])=[O:34].[Cl:35][CH2:36][Cl:37]>>[C:1]([CH3:2])([CH3:3])([CH3:4])[O:5][C:6](=[O:7])[N:8]1[CH2:9][CH2:10][CH:11]([c:14]2[n:15]([CH2:27][CH2:28][O:29][S:31]([CH3:30])(=[O:33])=[O:34])[cH:16][c:17](-[c:19]3[cH:20][c:21]([Cl:26])[c:22]([F:25])[cH:23][cH:24]3)[n:18]2)[CH2:12][CH2:13]1. The reactants are O=C1C2=C(N3C([C@H]4N1CCC4)=C(N=C3)C(=O)OCC)C=CS2 (ethyl (S)-10,11,12,12a-tetrahydro-8-oxo-8H-imidazo[5,1-c]pyrrolo[1,2-a]thieno[3,2-e][1,4]diazepine-1-carboxylate), [C-]#N.[K+] (potassium cyanide). Run in CO (methanol). The product is O=C1C2=C(N3C([C@H]4N1CCC4)=C(N=C3)C(=O)OC)C=CS2 (methyl (S)-10,11,12,12a-tetrahydro-8-oxo-8H-imidazo[5,1-c]pyrrolo[1,2-a]thieno[3,2-e][1,4]diazepine-1-carboxylate). As a reaction SMILES: [O:1]=[C:2]1[N:8]2[CH2:9][CH2:10][CH2:11][C@H:7]2[C:6]2=[C:12]([C:15]([O:17][CH2:18]C)=[O:16])[N:13]=[CH:14][N:5]2[C:4]2[CH:20]=[CH:21][S:22][C:3]1=2.[C-]#N.[K+]>CO>[O:1]=[C:2]1[N:8]2[CH2:9][CH2:10][CH2:11][C@H:7]2[C:6]2=[C:12]([C:15]([O:17][CH3:18])=[O:16])[N:13]=[CH:14][N:5]2[C:4]2[CH:20]=[CH:21][S:22][C:3]1=2 |f:1.2|. Reported procedure: 1.50 g of ethyl (S)-10,11,12,12a-tetrahydro-8-oxo-8H-imidazo[5,1-c]pyrrolo[1,2-a]thieno[3,2-e][1,4]diazepine-1-carboxylate are stirred at 50° C. for 20 hours together with 100 g of powdered potassium cyanide in 10 ml of methanol. The solution is concentrated and the residue is taken up in chloroform. The insoluble material is filtered off under suction and the filtrate is evaporated. After recrystallisation of the residue from chloroform/hexane, there is obtained methyl (S)-10,11,12,12a-tetrahyd... Run in C(C)O (ethanol). Reaction SMILES: [C:1]1([C:7]([C:17]([O:19][CH2:20][CH3:21])=[O:18])([C:12](OCC)=[O:13])[CH2:8][CH2:9][C:10]#[N:11])[CH:6]=[CH:5][CH:4]=[CH:3][CH:2]=1>C(O)C.[Pt](=O)=O>[C:1]1([C:7]2([C:17]([O:19][CH2:20][CH3:21])=[O:18])[CH2:8][CH2:9][CH2:10][NH:11][C:12]2=[O:13])[CH:6]=[CH:5][CH:4]=[CH:3][CH:2]=1. The product is C1(=CC=CC=C1)C1(C(NCCC1)=O)C(=O)OCC (3-Phenyl-3-ethoxycarbonyl piperidine 2-one). The reagents and catalysts are [Pt](=O)=O (platinum dioxide). The reactants are C1(=CC=CC=C1)C(CCC#N)(C(=O)OCC)C(=O)OCC (4-phenyl 4,4 diethoxycarbonyl butyronitrile). Procedure details: A solution of 4-phenyl 4,4 diethoxycarbonyl butyronitrile (16.49 g) in dry ethanol (250 ml) was hydrogenated over platinum dioxide at 50 psi for 8 hours. The catalyst was filtered off and the solvent removed under reduced pressure. Product recrystallised from ether (14.1 g) mp 79°-80° C. 1H NMR (360 MHz, CDCl3) δH 1.24 (t, 3H, J=7.0 Hz, CH2CH3), 1.71 (2H, m, CH2CH2CH2C), 2.32 (1H, m, CH2CH2CHHC), 2.68 (1H, m, CH2CH2CHHC), 3.36 (2H, m, CH2CH2CH2C), 4.22 (2H, q, J=7.0 Hz, CH2CH3), 6.26 (1H, bs, NH... The reactants are ClCCCBr, O=C([O-])[O-], CCOc1ccc(C=O)cc1O, CN(C)C=O, Cl, [K+], [K+]. Product: CCOc1ccc(C=O)cc1OCCCCl. RXN SMILES: [Br:19][CH2:20][CH2:21][CH2:22][Cl:23].[C:13](=[O:14])([O-:15])[O-:16].[CH2:1]([CH3:2])[O:3][c:4]1[c:5]([OH:12])[cH:6][c:7]([CH:8]=[O:9])[cH:10][cH:11]1.[CH3:25][N:26]([CH3:27])[CH:28]=[O:29].[ClH:24].[K+:17].[K+:18]>>[CH2:1]([CH3:2])[O:3][c:4]1[c:5]([O:12][CH2:20][CH2:21][CH2:22][Cl:23])[cH:6][c:7]([CH:8]=[O:9])[cH:10][cH:11]1.